This data is from the Open Reaction Database (ORD), a public repository of structured organic reaction records. The task is: describe an organic reaction: reactants, conditions, products, and yield The solvent is C(C)O (ethanol), C(C)O (ethanol). Starting materials: C(C)(C)(C)OC(=O)N[C@@H]1CN(C[C@@H]1C)C(=O)C1=NN(C2=CC=CC=C12)C (cis-3-t-butoxycarbonylamino-4-methyl-1-(1-methylindazol-3-ylcarbonyl)pyrrolidine), Cl (hydrogen chloride). Product: Cl.N[C@@H]1CN(C[C@@H]1C)C(=O)C1=NN(C2=CC=CC=C12)C (Cis-3-amino-4-methyl-1-(1-methylindazol-3-ylcarbonyl)-pyrrolidine hydrochloride). Run at time 3 hour. Reaction SMILES: C(OC([NH:8][C@H:9]1[C@@H:13]([CH3:14])[CH2:12][N:11]([C:15]([C:17]2[C:25]3[C:20](=[CH:21][CH:22]=[CH:23][CH:24]=3)[N:19]([CH3:26])[N:18]=2)=[O:16])[CH2:10]1)=O)(C)(C)C.[ClH:27]>C(O)C>[ClH:27].[NH2:8][C@H:9]1[C@@H:13]([CH3:14])[CH2:12][N:11]([C:15]([C:17]2[C:25]3[C:20](=[CH:21][CH:22]=[CH:23][CH:24]=3)[N:19]([CH3:26])[N:18]=2)=[O:16])[CH2:10]1 |f:3.4|. Procedure details: To a suspension of 2.20 g (6.14 mmol) of cis-3-t-butoxycarbonylamino-4-methyl-1-(1-methylindazol-3-ylcarbonyl)pyrrolidine in 22 ml of ethanol was added 11 ml of ethanol saturated with hydrogen chloride at room temperature, and then the mixture was stirred for 3 hours at room temperature. After completion of the reaction, solvent was distilled off and resultant residue was crystallized with addition of dioxane to give 1.81 g (quantitative) of aimed compound. m.p. 177°-180° C. Reactants: CN1CCCC1=O, C#Cc1cc2ncc(C#N)c(Nc3cc(OC)c(Cl)cc3Cl)c2s1, [Cs+], [OH-], O, c1c[nH]nn1. Product: COc1cc(Nc2c(C#N)cnc3cc(C=Cn4nccn4)sc23)c(Cl)cc1Cl. RXN SMILES: [CH3:33][N:34]1[CH2:35][CH2:36][CH2:37][C:38]1=[O:39].[Cl:9][c:10]1[c:11]([NH:19][c:20]2[c:21]3[c:22]([n:23][cH:24][c:25]2[C:26]#[N:27])[cH:28][c:29]([C:31]#[CH:32])[s:30]3)[cH:12][c:13]([O:17][CH3:18])[c:14]([Cl:16])[cH:15]1.[Cs+:8].[OH-:7].[OH2:6].[nH:1]1[n:2][n:3][cH:4][cH:5]1>>[n:1]1[n:2]([CH:32]=[CH:31][c:29]2[cH:28][c:22]3[c:21]([c:20]([NH:19][c:11]4[c:10]([Cl:9])[cH:15][c:14]([Cl:16])[c:13]([O:17][CH3:18])[cH:12]4)[c:25]([C:26]#[N:27])[cH:24][n:23]3)[s:30]2)[n:3][cH:4][cH:5]1. Starting materials: ClCCl, C[N+]1([O-])CCOCC1, CCC[N+](CCC)(CCC)CCC, O=[Ru](=O)(=O)[O-], OCc1cccc2[nH]ccc12. Product: O=Cc1cccc2[nH]ccc12. RXN SMILES: [CH2:20]([Cl:21])[Cl:22].[CH3:12][N+:13]1([O-:19])[CH2:14][CH2:15][O:16][CH2:17][CH2:18]1.[CH3:28][CH2:29][CH2:30][N+:31]([CH2:32][CH2:33][CH3:34])([CH2:35][CH2:36][CH3:37])[CH2:38][CH2:39][CH3:40].[O-:23][Ru:24](=[O:25])(=[O:26])=[O:27].[OH:1][CH2:2][c:3]1[c:4]2[cH:5][cH:6][nH:7][c:8]2[cH:9][cH:10][cH:11]1>>[O:1]=[CH:2][c:3]1[c:4]2[cH:5][cH:6][nH:7][c:8]2[cH:9][cH:10][cH:11]1. RXN SMILES: [C:1](=[O:2])([c:3]1[cH:4][cH:5][cH:6][cH:7][cH:8]1)[O:9][CH2:10][c:11]1[c:12](-[c:17]2[n:18][nH:19][c:20](-[c:22]3[cH:23][c:24]([O:28][CH3:29])[cH:25][cH:26][cH:27]3)[n:21]2)[cH:13][cH:14][cH:15][cH:16]1.[CH3:32][CH2:33][OH:34].[Na+:31].[OH-:30]>>[OH:9][CH2:10][c:11]1[c:12](-[c:17]2[n:18][nH:19][c:20](-[c:22]3[cH:23][c:24]([O:28][CH3:29])[cH:25][cH:26][cH:27]3)[n:21]2)[cH:13][cH:14][cH:15][cH:16]1. Yields the product COc1cccc(-c2nc(-c3ccccc3CO)n[nH]2)c1. Reactants: COc1cccc(-c2nc(-c3ccccc3COC(=O)c3ccccc3)n[nH]2)c1, CCO, [Na+], [OH-]. Starting materials: ClC=1C=CC=2N(N1)C(=C(N2)C)I (6-chloro-3-iodo-2-methylimidazo[1,2-b]pyridazine), complex, O1CCCC1 (tetrahydrofuran), CC1=CC=C(C=C1)S(=O)(=O)N1C=CC=2C1=NC=CC2B2OC(C(O2)(C)C)(C)C (1-[(4-methylphenyl)sulphonyl]-4-(4,4,5,5-tetramethyl-1,3,2-dioxaborolan-2-yl)-1H-pyrrolo[2,3-b]pyridine), C([O-])([O-])=O.[Cs+].[Cs+] (caesium carbonate). The reagents and catalysts are C1=CC=C(C=C1)P([C-]2C=CC=C2)C3=CC=CC=C3.C1=CC=C(C=C1)P([C-]2C=CC=C2)C3=CC=CC=C3.Cl[Pd]Cl.[Fe+2] ([1,1′-bis(diphenylphosphino)ferrocene]palladium(II) dichloride). Run in O (water), O (water), ClCCl (dichloromethane), mixture. Product: ClC=1C=CC=2N(N1)C(=C(N2)C)C2=C1C(=NC=C2)N(C=C1)S(=O)(=O)C1=CC=C(C=C1)C (6-chloro-2-methyl-3-{1-[(4-methylphenyl)sulphonyl]-1H-pyrrolo[2,3-b]pyridin-4-yl}imidazo[1,2-b]pyridazine). The yield is 59.9%. As a reaction SMILES: [Cl:1][C:2]1[CH:3]=[CH:4][C:5]2[N:6]([C:8](I)=[C:9]([CH3:11])[N:10]=2)[N:7]=1.[CH3:13][C:14]1[CH:19]=[CH:18][C:17]([S:20]([N:23]2[C:27]3=[N:28][CH:29]=[CH:30][C:31](B4OC(C)(C)C(C)(C)O4)=[C:26]3[CH:25]=[CH:24]2)(=[O:22])=[O:21])=[CH:16][CH:15]=1.C(=O)([O-])[O-].[Cs+].[Cs+].O1CCCC1>C1C=CC(P(C2C=CC=CC=2)[C-]2C=CC=C2)=CC=1.C1C=CC(P(C2C=CC=CC=2)[C-]2C=CC=C2)=CC=1.Cl[Pd]Cl.[Fe+2].O.ClCCl>[Cl:1][C:2]1[CH:3]=[CH:4][C:5]2[N:6]([C:8]([C:31]3[CH:30]=[CH:29][N:28]=[C:27]4[N:23]([S:20]([C:17]5[CH:18]=[CH:19][C:14]([CH3:13])=[CH:15][CH:16]=5)(=[O:21])=[O:22])[CH:24]=[CH:25][C:26]=34)=[C:9]([CH3:11])[N:10]=2)[N:7]=1 |f:2.3.4,6.7.8.9|. Procedure: Added to a mixture, which has been previously degassed and is under argon, of 0.470 g (1.60 mmol) of 6-chloro-3-iodo-2-methylimidazo[1,2-b]pyridazine, 0.765 g (1.92 mmol) of 1-[(4-methylphenyl)sulphonyl]-4-(4,4,5,5-tetramethyl-1,3,2-dioxaborolan-2-yl)-1H-pyrrolo[2,3-b]pyridine (CAS 916176-50-6) and 1.56 g (4.80 mmol) of caesium carbonate in 10 ml of a mixture of tetrahydrofuran and water (9/1), is 0.12 g (0.14 mmol) of a complex of [1,1′-bis(diphenylphosphino)ferrocene]palladium(II) dichloride a... The reactants are CC(=O)OC(C)=O, CCN(C(C)C)C(C)C, N#Cc1ccc(-c2cn(N)c3cc([N+](=O)[O-])ccc23)cc1, CN(C)C=O, O. Product: CC(=O)Nn1cc(-c2ccc(C#N)cc2)c2ccc([N+](=O)[O-])cc21. Reaction SMILES: [CH3:1][C:2]([O:3][C:5]([CH3:6])=[O:7])=[O:4].[CH:29]([N:30]([CH:31]([CH3:32])[CH3:33])[CH2:34][CH3:35])([CH3:36])[CH3:37].[NH2:8][n:9]1[cH:10][c:11](-[c:21]2[cH:22][cH:23][c:24]([C:25]#[N:26])[cH:27][cH:28]2)[c:12]2[cH:13][cH:14][c:15]([N+:18](=[O:19])[O-:20])[cH:16][c:17]12.[O:38]=[CH:39][N:40]([CH3:41])[CH3:42].[OH2:43]>>[C:5]([CH3:6])(=[O:7])[NH:8][n:9]1[cH:10][c:11](-[c:21]2[cH:22][cH:23][c:24]([C:25]#[N:26])[cH:27][cH:28]2)[c:12]2[cH:13][cH:14][c:15]([N+:18](=[O:19])[O-:20])[cH:16][c:17]12. Reactants: S(=O)(=O)(OC[C@@H]1CO1)C1=CC=C([N+](=O)[O-])C=C1 ((S)-glycidyl nosylate), C([O-])([O-])=O.[Cs+].[Cs+] (caesium carbonate), C12(CC3CC(CC(C1)C3)C2)CNC(C2=CC(=NC=C2Br)O)=O (N-(1-adamantylmethyl)-5-bromo-2hydroxyisonicotinamide). Solvent: CN(C=O)C (N,N-dimethylformamide), O (water). Run at temperature 60 celsius. Yields the product C12(CC3CC(CC(C1)C3)C2)CNC(C2=CC(=NC=C2Br)OC[C@H]2OC2)=O (N-(1-Adamantylmethyl)-5-bromo-2-[(2S)-oxiran-2-ylmethoxy]isonicotinamide). Isolated yield 25.5%. Reaction SMILES: S(C1C=CC([N+]([O-])=O)=CC=1)(O[CH2:5][C@H:6]1[O:8][CH2:7]1)(=O)=O.C(=O)([O-])[O-].[Cs+].[Cs+].[C:24]12([CH2:34][NH:35][C:36](=[O:45])[C:37]3[C:42]([Br:43])=[CH:41][N:40]=[C:39]([OH:44])[CH:38]=3)[CH2:33][CH:28]3[CH2:29][CH:30]([CH2:32][CH:26]([CH2:27]3)[CH2:25]1)[CH2:31]2>CN(C)C=O.O>[C:24]12([CH2:34][NH:35][C:36](=[O:45])[C:37]3[C:42]([Br:43])=[CH:41][N:40]=[C:39]([O:44][CH2:5][C@@H:6]4[CH2:7][O:8]4)[CH:38]=3)[CH2:31][CH:30]3[CH2:32][CH:26]([CH2:27][CH:28]([CH2:29]3)[CH2:33]1)[CH2:25]2 |f:1.2.3|. Procedure: A suspension of (S)-glycidyl nosylate (0.29 g), caesium carbonate (1.82 g) and N-(1-adamantylmethyl)-5-bromo-2hydroxyisonicotinamide (0.41 g) (Example 35(ii)) in anhydrous N,N-dimethylformamide (6 ml) was heated at 60° C. under nitrogen for 2 hours. The reaction mixture was allowed to cool to room temperature, diluted with water (50 ml) and extracted into ethyl acetate (3×20 ml). The combined extracts were dried over anhydrous sodium sulphate, filtered and concentrated. The residue was purified ... The reactants are C1(=CC=CC=C1)C (toluene), C(C)(C)O (isopropanol), C(C)(C)N(CCNC(=O)N1C=NC=C1)C(C)C (N-[2-(Diisopropylamino)ethyl]-1H-imidazole-1-carboxamide), NCC1=NC(=C2N=CN(C2=N1)[C@@H]1O[C@@H]([C@H]([C@H]1O)O)CO)NCC(C1=CC=CC=C1)C1=CC=CC=C1 ((2R,3R,4S,5R)-2-{2-(aminomethyl)-6-[(2,2-diphenylethyl)amino]-9H-purin-9-yl}-5-(hydroxymethyl)tetrahydro-3,4-furandiol). Run in ClCCl (dichloromethane), ClCCl (dichloromethane). Product: O[C@H]1[C@@H](O[C@@H]([C@H]1O)CO)N1C2=NC(=NC(=C2N=C1)NCC(C1=CC=CC=C1)C1=CC=CC=C1)CNC(=O)NCCN(C(C)C)C(C)C (N-({9-[(2R,3R,4S,5R)-3,4-Dihydroxy-5-(hydroxymethyl)tetrahydro-2-furanyl]-6-[(2,2-diphenylethyl)amino]-9H-purin-2-yl}methyl)-N′-[2-(diisopropylamino)ethyl]urea). Isolated yield 26.5%. RXN SMILES: [CH:1]([N:4]([CH:15]([CH3:17])[CH3:16])[CH2:5][CH2:6][NH:7][C:8](N1C=CN=C1)=[O:9])([CH3:3])[CH3:2].[NH2:18][CH2:19][C:20]1[N:28]=[C:27]2[C:23]([N:24]=[CH:25][N:26]2[C@H:29]2[C@H:33]([OH:34])[C@H:32]([OH:35])[C@@H:31]([CH2:36][OH:37])[O:30]2)=[C:22]([NH:38][CH2:39][CH:40]([C:47]2[CH:52]=[CH:51][CH:50]=[CH:49][CH:48]=2)[C:41]2[CH:46]=[CH:45][CH:44]=[CH:43][CH:42]=2)[N:21]=1.C1(C)C=CC=CC=1.C(O)(C)C>ClCCl>[OH:34][C@@H:33]1[C@H:32]([OH:35])[C@@H:31]([CH2:36][OH:37])[O:30][C@H:29]1[N:26]1[CH:25]=[N:24][C:23]2[C:27]1=[N:28][C:20]([CH2:19][NH:18][C:8]([NH:7][CH2:6][CH2:5][N:4]([CH:15]([CH3:17])[CH3:16])[CH:1]([CH3:2])[CH3:3])=[O:9])=[N:21][C:22]=2[NH:38][CH2:39][CH:40]([C:47]1[CH:52]=[CH:51][CH:50]=[CH:49][CH:48]=1)[C:41]1[CH:42]=[CH:43][CH:44]=[CH:45][CH:46]=1. Reported procedure: N-[2-(Diisopropylamino)ethyl]-1H-imidazole-1-carboxamide (84 mg, 0.35 mmol) (Preparation 27) was added to a stirred solution of (2R,3R,4S,5R)-2-{2-(aminomethyl)-6-[(2,2-diphenylethyl)amino]-9H-purin-9-yl}-5-(hydroxymethyl)tetrahydro-3,4-furandiol (150 mg, 0.35 mmol) (Preparation 2) in dichloromethane (5 ml) at room temperature. The reaction was heated under reflux for 1 hour and then toluene (5 ml) and isopropanol (2 ml) were added. The dichloromethane was boiled off and the reaction was then he...